This data is from the Open Reaction Database (ORD), a public repository of structured organic reaction records. The task is: describe an organic reaction: reactants, conditions, products, and yield The reactants are NC1=CC=C(C(=C1OC=1C=C(C#N)C=C(C1)Cl)F)C (3-[(6-amino-2-fluoro-3-methylphenyl)oxy]-5-chlorobenzonitrile), C(C)(=O)[O-].[NH4+] (ammonium acetate), C1CC(=O)N(C1=O)Br (NBS). The solvent is C(C)#N (acetonitrile). Conditions: time 2 hour. Product: NC1=C(C(=C(C=C1Br)C)F)OC=1C=C(C#N)C=C(C1)Cl (3-[(2-amino-3-bromo-6-fluoro-5-methylphenyl)oxy]-5-chlorobenzonitrile). The yield is 87.9%. Reaction SMILES: [NH2:1][C:2]1[C:7]([O:8][C:9]2[CH:10]=[C:11]([CH:14]=[C:15]([Cl:17])[CH:16]=2)[C:12]#[N:13])=[C:6]([F:18])[C:5]([CH3:19])=[CH:4][CH:3]=1.C([O-])(=O)C.[NH4+].C1C(=O)N([Br:32])C(=O)C1>C(#N)C>[NH2:1][C:2]1[C:3]([Br:32])=[CH:4][C:5]([CH3:19])=[C:6]([F:18])[C:7]=1[O:8][C:9]1[CH:10]=[C:11]([CH:14]=[C:15]([Cl:17])[CH:16]=1)[C:12]#[N:13] |f:1.2|. Procedure details: To a solution of 3-[(6-amino-2-fluoro-3-methylphenyl)oxy]-5-chlorobenzonitrile (7.422 g, 26.8 mmol) and ammonium acetate (0.207 g, 2.68 mmol) in acetonitrile (150 ml) was added NBS (5.01 g, 28.2 mmol) and the reaction mixture was stirred for two hours at rt. The solvent was removed and the crude material was purified via silica gel chromatography to give 3-[(2-amino-3-bromo-6-fluoro-5-methylphenyl)oxy]-5-chlorobenzonitrile (8.379 g, 23.56 mmol, 88% yield). 1H NMR (400 MHz, DMSO-d6) δ ppm 7.71 (s...